This data is from the Open Reaction Database (ORD), a public repository of structured organic reaction records. The task is: describe an organic reaction: reactants, conditions, products, and yield Reactants: O=C1OC2(CCN(C(=O)c3c[nH]c4cc(Cl)ccc34)CC2)c2ccc(Br)cc21, O=S(=O)(Cl)c1cc(F)cc(F)c1. Product: O=C1OC2(CCN(C(=O)c3cn(S(=O)(=O)c4cc(F)cc(F)c4)c4cc(Cl)ccc34)CC2)c2ccc(Br)cc21. As a reaction SMILES: [Br:1][c:2]1[cH:3][c:4]2[c:5]([cH:27][cH:28]1)[C:6]1([O:7][C:8]2=[O:9])[CH2:10][CH2:11][N:12]([C:15](=[O:16])[c:17]2[cH:18][nH:19][c:20]3[cH:21][c:22]([Cl:26])[cH:23][cH:24][c:25]23)[CH2:13][CH2:14]1.[F:29][c:30]1[cH:31][c:32]([S:37](=[O:38])(=[O:39])[Cl:40])[cH:33][c:34]([F:36])[cH:35]1>>[Br:1][c:2]1[cH:3][c:4]2[c:5]([cH:27][cH:28]1)[C:6]1([O:7][C:8]2=[O:9])[CH2:10][CH2:11][N:12]([C:15](=[O:16])[c:17]2[cH:18][n:19]([S:37]([c:32]3[cH:31][c:30]([F:29])[cH:35][c:34]([F:36])[cH:33]3)(=[O:38])=[O:39])[c:20]3[cH:21][c:22]([Cl:26])[cH:23][cH:24][c:25]23)[CH2:13][CH2:14]1.